This data is from the Open Reaction Database (ORD), a public repository of structured organic reaction records. The task is: describe an organic reaction: reactants, conditions, products, and yield Product: FC1=CC=C(C=C1)N1C=C(C2=CC(=CC=C12)C=1N=NN(N1)C)C=1CCN(CC1)CCC=1N=NN(N1)C (1-(4-fluorophenyl)-5-(2-methyltetrazol-5-yl)-3-[1-[2-(2-methyltetrazol-5-yl)ethyl]-1,2,3,6-tetrahydropyridin-4-yl]-1H-indole). Reactants: FC1=CC=C(C=C1)N1C=C(C2=CC(=CC=C12)C=1N=NN(N1)C)C=1CCN(CC1)CCC1=NN=NN1C (1-(4-fluorophenyl)-5-(2-methyltetrazol-5-yl)-3-[1-[2-(1-methyltetrazol-5-yl)-ethyl]-1,2,3,6-tetrahydropyridin-4-yl]-1H-indole), ( 100 ), C(\C=C\C(=O)[O-])(=O)[O-] (fumarate), ( 27 ). Run in C(C)O (ethanol). As a reaction SMILES: [F:1][C:2]1[CH:7]=[CH:6][C:5]([N:8]2[C:16]3[C:11](=[CH:12][C:13]([C:17]4[N:18]=[N:19][N:20]([CH3:22])[N:21]=4)=[CH:14][CH:15]=3)[C:10]([C:23]3[CH2:24][CH2:25][N:26]([CH2:29][CH2:30][C:31]4[N:35](C)[N:34]=[N:33][N:32]=4)[CH2:27][CH:28]=3)=[CH:9]2)=[CH:4][CH:3]=1.[C:37]([O-])(=O)/C=C/C([O-])=O>C(O)C>[F:1][C:2]1[CH:7]=[CH:6][C:5]([N:8]2[C:16]3[C:11](=[CH:12][C:13]([C:17]4[N:18]=[N:19][N:20]([CH3:22])[N:21]=4)=[CH:14][CH:15]=3)[C:10]([C:23]3[CH2:24][CH2:25][N:26]([CH2:29][CH2:30][C:31]4[N:32]=[N:33][N:34]([CH3:37])[N:35]=4)[CH2:27][CH:28]=3)=[CH:9]2)=[CH:4][CH:3]=1. Reported procedure: Yield 0.9 g of 1-(4-fluorophenyl)-5-(2-methyltetrazol-5-yl)-3-[1-[2-(1-methyltetrazol-5-yl)-ethyl]-1,2,3,6-tetrahydropyridin-4-yl]-1H-indole, fumarate (17b). Mp 171-173° C. (ethanol). 1H NMR (DMSO-d6): δ 2.55-2.65 (m, 4H), 2.80 (t, 2H), 2.90 (t, 2H), 3.15 (t, 2H), 3.30 (broad s, 2H), 4.05 (s, 3H), 4.45 (s, 3H), 6.25 (broad s, 1H), 6.60 (s, 2H), 7.45 (t, 2H), 7.60-7.70 (m, 3H), 7.80 (s, 1H), 7.90 (d, 1H), 8.60 (s, 1H); MS m/z (%): 485 (MH+, 35), 346 (27), 140 (100). The reactants are N1C=NC2=C1C=CC(=C2)N2C(C=C(C2C2=CC=C(C=C2)N2CCOCC2)O)=O (1-(1H-benzo[d]imidazol-5-yl)-4-hydroxy-5-(4-morpholinophenyl)-1H-pyrrol-2(5H)-one), N1CCOCC1 (morpholine). Run in C1(=CC=CC=C1)C.CN(C)C=O (toluene DMF). Product: N1C=NC2=C1C=CC(=C2)N2C(C=C(C2C2=CC=C(C=C2)N2CCOCC2)N2CCOCC2)=O (1-(1H-Benzo[d]imidazol-5-yl)-4-morpholino-5-(4-morpholinophenyl)-1H-pyrrol-2(5H)-one). Reaction SMILES: [NH:1]1[C:5]2[CH:6]=[CH:7][C:8]([N:10]3[CH:14]([C:15]4[CH:20]=[CH:19][C:18]([N:21]5[CH2:26][CH2:25][O:24][CH2:23][CH2:22]5)=[CH:17][CH:16]=4)[C:13](O)=[CH:12][C:11]3=[O:28])=[CH:9][C:4]=2[N:3]=[CH:2]1.[NH:29]1[CH2:34][CH2:33][O:32][CH2:31][CH2:30]1>C1(C)C=CC=CC=1.CN(C=O)C>[NH:1]1[C:5]2[CH:6]=[CH:7][C:8]([N:10]3[CH:14]([C:15]4[CH:16]=[CH:17][C:18]([N:21]5[CH2:26][CH2:25][O:24][CH2:23][CH2:22]5)=[CH:19][CH:20]=4)[C:13]([N:29]4[CH2:34][CH2:33][O:32][CH2:31][CH2:30]4)=[CH:12][C:11]3=[O:28])=[CH:9][C:4]=2[N:3]=[CH:2]1 |f:2.3|. Reported procedure: The compound was synthesized starting from 1-(1H-benzo[d]imidazol-5-yl)-4-hydroxy-5-(4-morpholinophenyl)-1H-pyrrol-2(5H)-one (0.60 g, 1.59 mmol) and morpholine (3 ml) in toluene/DMF (2:1; 15 ml) according to method 8a described above. Reactants: [K] (potassium), [N+](=O)([O-])C1=C(C(=O)O)NC(NC1=O)=O (5-nitroorotic acid), CO (MeOH), OS(=O)(=O)O (H2SO4). The product is [N+](=O)([O-])C1=C(C(=O)OC)NC(NC1=O)=O (Methyl 5-Nitroorotate). As a reaction SMILES: [K].[N+:2]([C:5]1[C:13](=[O:14])[NH:12][C:11](=[O:15])[NH:10][C:6]=1[C:7]([OH:9])=[O:8])([O-:4])=[O:3].OS(O)(=O)=O.[CH3:21]O>>[N+:2]([C:5]1[C:13](=[O:14])[NH:12][C:11](=[O:15])[NH:10][C:6]=1[C:7]([O:9][CH3:21])=[O:8])([O-:4])=[O:3] |^1:0|. Procedure details: The potassium salt of 5-nitroorotic acid (25.0 g, 0.1 mol) was dissolved in MeOH (75 ml). Concentrated H2SO4 (21 mL) was added drop wise. The reaction was refluxed for 12 hrs. After cooling to room temperature, the white precipitate was collected by filtration, washed with water (50 mL×4), and dried under vacuum for 48 hrs. to afford compound 2 as a white power (26.0 g, 75%). Reactants: C(C)N(CCCNC1=NC2=CC=CC=C2C(=N1)NC1CCNCC1)CC (N2-(3-(diethylamino)propyl)-N4-(piperidin-4-yl)quinazoline-2,4-diamine), [N+](=O)([O-])C1=C(C(=O)Cl)C=CC=C1 (2-nitrobenzoyl chloride), TEA. The solvent is C(Cl)Cl (CH2Cl2), N (NH3), C(Cl)Cl (CH2Cl2), C(Cl)Cl (CH2Cl2). Yields the product C(C)N(CCCNC1=NC2=CC=CC=C2C(=N1)NC1CCN(CC1)C(=O)C1=C(C=CC=C1)[N+](=O)[O-])CC ((4-(2-(3-(Diethylamino)propylamino)quinazolin-4-ylamino)piperidin-1-yl)(2-nitrophenyl)methanone). As a reaction SMILES: [CH2:1]([N:3]([CH2:25][CH3:26])[CH2:4][CH2:5][CH2:6][NH:7][C:8]1[N:17]=[C:16]([NH:18][CH:19]2[CH2:24][CH2:23][NH:22][CH2:21][CH2:20]2)[C:15]2[C:10](=[CH:11][CH:12]=[CH:13][CH:14]=2)[N:9]=1)[CH3:2].[N+:27]([C:30]1[CH:38]=[CH:37][CH:36]=[CH:35][C:31]=1[C:32](Cl)=[O:33])([O-:29])=[O:28]>C(Cl)Cl.N>[CH2:25]([N:3]([CH2:1][CH3:2])[CH2:4][CH2:5][CH2:6][NH:7][C:8]1[N:17]=[C:16]([NH:18][CH:19]2[CH2:24][CH2:23][N:22]([C:32]([C:31]3[CH:35]=[CH:36][CH:37]=[CH:38][C:30]=3[N+:27]([O-:29])=[O:28])=[O:33])[CH2:21][CH2:20]2)[C:15]2[C:10](=[CH:11][CH:12]=[CH:13][CH:14]=2)[N:9]=1)[CH3:26]. Reported procedure: A solution of N2-(3-(diethylamino)propyl)-N4-(piperidin-4-yl)quinazoline-2,4-diamine (55 mg, 0.154 mmol) and 2-nitrobenzoyl chloride (57 mg, 0.309 mmol) and TEA (43 ul, 0.309 mmol) in CH2Cl2 was stirred at room temperature for 1 hour. The crude reaction was directly loaded on the silica gel column and isolated the product using 10% NH3 ca. 7 N MeOH in CH2Cl2 and 90% CH2Cl2 solution as eluent to gain a yellow oil. The reactants are Cl.C(C)(C)NO (N-isopropylhydroxylamine hydrochloride), ClC1=CC2=C(C(C3=C(C(N2)=O)NN=C3C(=O)O)=O)C=C1 (7-Chloro-3-(carboxy)pyrazolo[3,4-c][1]benzazepine-4,10-(1H,9H)-dione), ClC1=CC2=C(C(C3=C(C(N2)=O)NN=C3C(=O)O)=O)C=C1 (7-Chloro-3-(carboxy)pyrazolo[3,4-c][1]benzazepine-4,10-(1H,9H)-dione), C(=O)(N1C=NC=C1)N1C=NC=C1 (1,1′-carbonyldiimidazole), O (water). The solvent is CN(C=O)C (N,N-dimethylformamide). Reaction conditions: time 55 minute. Product: ClC1=CC2=C(C(C3=C(C(N2)=O)NN=C3C(=O)ONC(C)C)=O)C=C1 (7-Chloro-3-[[(isopropylamino)oxy]carbonyl]pyrazolo[3,4-c][1]benzazepine-4,10(1H,9H) -dione). Isolated yield 46.5%. Reaction SMILES: [Cl:1][C:2]1[CH:20]=[CH:19][C:5]2[C:6](=[O:18])[C:7]3[C:14]([C:15]([OH:17])=[O:16])=[N:13][NH:12][C:8]=3[C:9](=[O:11])[NH:10][C:4]=2[CH:3]=1.C(N1C=CN=C1)(N1C=CN=C1)=O.Cl.[CH:34]([NH:37]O)([CH3:36])[CH3:35].O>CN(C)C=O>[Cl:1][C:2]1[CH:20]=[CH:19][C:5]2[C:6](=[O:18])[C:7]3[C:14]([C:15]([O:17][NH:37][CH:34]([CH3:36])[CH3:35])=[O:16])=[N:13][NH:12][C:8]=3[C:9](=[O:11])[NH:10][C:4]=2[CH:3]=1 |f:2.3|. Procedure: A solution of 7-chloro-3-(carboxy)pyrazolo[3,4-c][1]-benzazepine-4,10(1H,9H)-dione (300 mg, 1.03 mmol) (compound of Example 9) and 1,1′-carbonyldiimidazole (251 mg, 1.55 mmol) in N,N-dimethylformamide (12 mL) was stirred for 1 hour. In one portion N-isopropylhydroxylamine hydrochloride (345 mg, 3.09 mmol) was added and the solution was stirred for 55 minutes at room temperature. To the resulting solution was added water (40 mL) giving a precipitate which was separated by filtration. This Crude p... Reactants: O (water), Cl.NO (hydroxylamine hydrochloride), O (water), C1=CC2=C(C=C1C=O)OCO2 (Piperonal). Solvent: CO (methanol). Reaction conditions: time 1 hour. Yields the product ON=CC1=CC2=C(OCO2)C=C1 ((hydroxyimino)-(benzo[3,4-d]1,3-dioxolan-5-yl)methane). Isolated yield 95.1%. RXN SMILES: [CH:1]1[C:6]([CH:7]=O)=[CH:5][C:4]2[O:9][CH2:10][O:11][C:3]=2[CH:2]=1.Cl.[NH2:13][OH:14].O>CO>[OH:14][N:13]=[CH:7][C:6]1[CH:1]=[CH:2][C:3]2[O:11][CH2:10][O:9][C:4]=2[CH:5]=1 |f:1.2|. Procedure details: Piperonal(15.0 g, 0.10 mol) was dissolved in methanol(150 ml), and hydroxylamine hydrochloride(10.5 g, 0.15 mol) and water(15 ml) were added thereto. The mixture was stirred for 1 hour at room temperature, then excess water was added, and the resulting mixture was stirred for further 1 hour. The white solid thus obtained was washed with water under reduced pressure, filtered, and dried to give (hydroxyimino)-(benzo[3,4-d]1,3-dioxolan-5-yl)methane(15.7 g, Yield 95%).